This data is from the Open Reaction Database (ORD), a public repository of structured organic reaction records. The task is: describe an organic reaction: reactants, conditions, products, and yield The reactants are COc1cc(N)cc(OC)c1, CN(C)c1ccncc1, CCOC(=O)C(F)(F)F, C1CCOC1. Product: COc1cc(NC(=O)C(F)(F)F)cc(OC)c1. As a reaction SMILES: [CH3:1][O:2][c:3]1[cH:4][c:5]([NH2:6])[cH:7][c:8]([O:10][CH3:11])[cH:9]1.[CH3:26][N:27]([CH3:28])[c:29]1[cH:30][cH:31][n:32][cH:33][cH:34]1.[F:12][C:13]([C:14](=[O:15])[O:16][CH2:17][CH3:18])([F:19])[F:20].[O:21]1[CH2:22][CH2:23][CH2:24][CH2:25]1>>[CH3:1][O:2][c:3]1[cH:4][c:5]([NH:6][C:14]([C:13]([F:12])([F:19])[F:20])=[O:15])[cH:7][c:8]([O:10][CH3:11])[cH:9]1. Reactants: COc1ccc(Cn2nc(C)c3c(Oc4ccc(NC(=O)Nc5ccccn5)cc4F)ccnc32)cc1, O=C(O)C(F)(F)F. Product: Cc1n[nH]c2nccc(Oc3ccc(NC(=O)Nc4ccccn4)cc3F)c12. RXN SMILES: [F:1][c:2]1[cH:3][c:4]([NH:28][C:29](=[O:30])[NH:31][c:32]2[n:33][cH:34][cH:35][cH:36][cH:37]2)[cH:5][cH:6][c:7]1[O:8][c:9]1[c:10]2[c:11]([n:12][cH:13][cH:14]1)[n:15]([CH2:19][c:20]1[cH:21][cH:22][c:23]([O:24][CH3:25])[cH:26][cH:27]1)[n:16][c:17]2[CH3:18].[F:38][C:39]([F:40])([F:41])[C:42]([OH:43])=[O:44]>>[F:1][c:2]1[cH:3][c:4]([NH:28][C:29](=[O:30])[NH:31][c:32]2[n:33][cH:34][cH:35][cH:36][cH:37]2)[cH:5][cH:6][c:7]1[O:8][c:9]1[c:10]2[c:11]([n:12][cH:13][cH:14]1)[nH:15][n:16][c:17]2[CH3:18]. The reactants are N1=CC=C(C=C1)N1CCNCC1 (N-(4-pyridyl)piperazine), [H-].[Na+] (sodium hydride), O (water), C(#N)C1=CC=C(CBr)C=C1 (4-Cyanobenzyl bromide). The solvent is CN(C=O)C (dimethylformamide). Run at time 30 minute. Yields the product N1=CC=C(C=C1)N1CCN(CC1)CC1=CC=C(C=C1)C#N (1-(4-pyridyl)-4-(4-cyanobenzyl)piperazine). The yield is 14.2%. RXN SMILES: [N:1]1[CH:6]=[CH:5][C:4]([N:7]2[CH2:12][CH2:11][NH:10][CH2:9][CH2:8]2)=[CH:3][CH:2]=1.[H-].[Na+].[C:15]([C:17]1[CH:24]=[CH:23][C:20]([CH2:21]Br)=[CH:19][CH:18]=1)#[N:16].O>CN(C)C=O>[N:1]1[CH:6]=[CH:5][C:4]([N:7]2[CH2:8][CH2:9][N:10]([CH2:21][C:20]3[CH:23]=[CH:24][C:17]([C:15]#[N:16])=[CH:18][CH:19]=3)[CH2:11][CH2:12]2)=[CH:3][CH:2]=1 |f:1.2|. Reported procedure: A solution of N-(4-pyridyl)piperazine (0.33 g) in dry dimethylformamide (15 ml) was treated with sodium hydride (0.14 g) (45-55% dispersion in oil). The reaction mixture was then stirred for 30 minutes at ambient temperature under argon. 4-Cyanobenzyl bromide (0.41 g) was added and the mixture heated slowly to 80° C. and then maintained at this temperature for 2 hours. The resulting mixture was then poured into water, basified with aq.NaHCO3 solution and then extracted with diethyl ether. The or... Reactants: ClCCl, [Na+], O=C([O-])O, O=Cc1ccc2c(c1)OCCO2, O=C(OO)c1cccc(Cl)c1. The product is Oc1ccc2c(c1)OCCO2. Reaction SMILES: [Cl:29][CH2:30][Cl:31].[Na+:28].[O-:24][C:25]([OH:26])=[O:27].[O:1]1[CH2:2][CH2:3][O:4][c:5]2[c:6]1[cH:7][cH:8][c:9]([CH:11]=[O:12])[cH:10]2.[OH:13][O:14][C:15]([c:16]1[cH:17][c:18]([Cl:19])[cH:20][cH:21][cH:22]1)=[O:23]>>[O:1]1[CH2:2][CH2:3][O:4][c:5]2[c:6]1[cH:7][cH:8][c:9]([OH:13])[cH:10]2.